This data is from the Open Reaction Database (ORD), a public repository of structured organic reaction records. The task is: describe an organic reaction: reactants, conditions, products, and yield Reactants: F\C(\CO)=C(/C)\C1=C(C=C2C(CC=C(C2=C1)C(C)C)(C)C)OCC1CC1 ((2E)-2-fluoro-3-(4,4-dimethyl-6-(cyclopropyl)methoxy-1-isopropyl-3,4-dihydronaphthalen-7-yl)-2-butenol), C(C)#N (acetonitrile), ClCCl (dichloromethane), C[N+]1(CCOCC1)[O-] (4-methylmorpholine N-oxide). The reagents and catalysts are [Ru](=O)(=O)(=O)[O-].C(CC)[N+](CCC)(CCC)CCC (tetrapropylammonium perruthenate). Product: F\C(\C=O)=C(/C)\C1=CC=C2C(CC(=C(C2=C1)C(C)C)OCC1CC1)(C)C ((2E)-2-Fluoro-3-(4,4-dimethyl-(cyclopropyl)methoxy-1-isopropyl-3,4-dihydronaphthalen-7-yl)-2-butenal). RXN SMILES: [F:1]/[C:2](=[C:5](/[C:7]1[CH:16]=[C:15]2[C:10]([C:11](C)([CH3:20])[CH2:12]C=[C:14]2[CH:17]([CH3:19])[CH3:18])=[CH:9][C:8]=1OCC1CC1)\[CH3:6])/[CH2:3][OH:4].C[N+]1([O-])[CH2:33][CH2:32][O:31][CH2:30][CH2:29]1.ClCCl.[C:38](#N)[CH3:39]>[Ru]([O-])(=O)(=O)=O.C([N+](CCC)(CCC)CCC)CC>[F:1]/[C:2](=[C:5](/[C:7]1[CH:16]=[C:15]2[C:10]([C:11]([CH3:12])([CH3:20])[CH2:29][C:30]([O:31][CH2:32][CH:33]3[CH2:39][CH2:38]3)=[C:14]2[CH:17]([CH3:19])[CH3:18])=[CH:9][CH:8]=1)\[CH3:6])/[CH:3]=[O:4] |f:4.5|. Procedure: As described in General Procedure H-1, (2E)-2-fluoro-3-(4,4-dimethyl-6-(cyclopropyl)methoxy-1-isopropyl-3,4-dihydronaphthalen-7-yl)-2-butenol (Compound A-54, 0.025 g, 0.070 mmol), tetrapropylammonium perruthenate (0.012 g, 0.038 mmol) and 4-methylmorpholine N-oxide (0.022 g, 0.19 mmol) were reacted in acetonitrile (0.2 mL) and dichloromethane (1 mL) to produce the title compound as an oil. Procedure: As depicted in Scheme 5, Intermediate (M), for example, 5-(4-methylphenyl)-1,2,3,4-tetraazole, was prepared by reacting an appropriate toluonitrile, for example para-toluonitrile, with sodium azide at elevated temperature in an appropriate solvent. Intermediate (M) was then alkylated with an appropriate iodoalkane under basic conditions, affording the corresponding alkylated tetraazole (N), for example, 2-ethyl-5-(4methylphenyl)-1,2,3,4-tetraazole. Intermediate (N) was in turn brominated with, f... Reactants: C(C)N1N=C(N=N1)C1=CC=C(C=C1)C (2-ethyl-5-(4methylphenyl)-1,2,3,4-tetraazole), Intermediate ( N ), BrN1C(CCC1=O)=O (N-bromosuccinimide). Yields the product BrCC1=CC=C(C=C1)C=1N=NN(N1)C (5-[4-(bromomethyl)phenyl]-2-methyl-1,2,3,4-tetraazole). Reaction SMILES: [CH2:1]([N:3]1[N:7]=[N:6][C:5]([C:8]2[CH:13]=[CH:12][C:11]([CH3:14])=[CH:10][CH:9]=2)=[N:4]1)C.[Br:15]N1C(=O)CCC1=O>>[Br:15][CH2:14][C:11]1[CH:12]=[CH:13][C:8]([C:5]2[N:6]=[N:7][N:3]([CH3:1])[N:4]=2)=[CH:9][CH:10]=1. The reactants are C(C1=CC=CC=C1)SC1=C(C=C(C=C1[N+](=O)[O-])[N+](=O)[O-])C(F)(F)F (2-benzylthio-3,5-dinitrobenzotrifluoride). Reagents/catalysts: [Ni] (Raney nickel). The solvent is O1CCCC1 (tetrahydrofuran). Product: NC=1C(=C(C=C(C1)N)C(F)(F)F)SCC1=CC=CC=C1 (3,5-diamino-2-benzylthiobenzotrifluoride). RXN SMILES: [CH2:1]([S:8][C:9]1[C:14]([N+:15]([O-])=O)=[CH:13][C:12]([N+:18]([O-])=O)=[CH:11][C:10]=1[C:21]([F:24])([F:23])[F:22])[C:2]1[CH:7]=[CH:6][CH:5]=[CH:4][CH:3]=1>O1CCCC1.[Ni]>[NH2:15][C:14]1[C:9]([S:8][CH2:1][C:2]2[CH:7]=[CH:6][CH:5]=[CH:4][CH:3]=2)=[C:10]([C:21]([F:22])([F:23])[F:24])[CH:11]=[C:12]([NH2:18])[CH:13]=1. Reported procedure: 3 g of 2-benzylthio-3,5-dinitrobenzotrifluoride in 30 ml of tetrahydrofuran are hydrogenated in a glass hydrogenation apparatus for 22 hours at room temperature, using a total of 3 g of Raney nickel. For working up, the catalyst is removed by filtration and washed with tetrahydrofuran, the filtrate is evaporated, and the residue is directly processed as crude product (brownish liquid). The reactants are B, COc1cc(CC(=O)O)ccc1C, CO, C1CCOC1, C1CCOC1. Product: COc1cc(CCO)ccc1C. Reaction SMILES: [BH3:19].[CH3:1][O:2][c:3]1[cH:4][c:5]([CH2:10][C:11](=[O:12])[OH:13])[cH:6][cH:7][c:8]1[CH3:9].[CH3:20][OH:21].[O:14]1[CH2:15][CH2:16][CH2:17][CH2:18]1.[O:22]1[CH2:23][CH2:24][CH2:25][CH2:26]1>>[CH3:1][O:2][c:3]1[cH:4][c:5]([CH2:10][CH2:11][OH:12])[cH:6][cH:7][c:8]1[CH3:9]. The reactants are C(C)(C)(CC(C)(C)C)C(CC(=O)O)CCC(=O)O (β-t-octyladipic acid), OO (hydrogen peroxide), CS(=O)(=O)O (methanesulfonic acid), resultant suspension. Product: C(C)(C)(CC(C)(C)C)C(CC(=O)OO)CCC(=O)OO (β-t-octyldiperoxyadipic acid). RXN SMILES: [C:1]([CH:9]([CH2:14][CH2:15][C:16]([OH:18])=[O:17])[CH2:10][C:11](O)=[O:12])([CH2:4][C:5]([CH3:8])([CH3:7])[CH3:6])([CH3:3])[CH3:2].CS(O)(=O)=[O:21].[OH:24][OH:25]>>[C:1]([CH:9]([CH2:14][CH2:15][C:16]([O:18][OH:21])=[O:17])[CH2:10][C:11]([O:24][OH:25])=[O:12])([CH2:4][C:5]([CH3:8])([CH3:7])[CH3:6])([CH3:3])[CH3:2]. Procedure details: β-t-octyladipic acid (86.1 g, 0.33 mol) was powdered using a mortar and pestle and added to a beaker containing 98% methanesulfonic acid. The resultant suspension was cooled to 20° C. and 70% hydrogen peroxide was added slowly with constant stirring to maintain the temperature just below 40° C. After the addition was complete (about one-half hour) the suspension was stirred at room temperature for 1 hour after which the resultant clear solution was poured into 500 ml of cold distilled water, and... Reactants: C1(=CC=CC=C1)OC1=CC=CC=C1 (diphenyl ether), C1(=CC=CC=C1)C1=CC=CC=C1 (biphenyl), CC=1C=CC(=C(NC=C2C(=O)OC(C)(C)OC2=O)C1)[N+](=O)[O-] (isopropylidene (5-methyl-2-nitroanilino)methylenemalonate). Solvent: CCCCCC (n-hexane). Reaction conditions: temperature 100 celsius. Product: CC1=C2C(C=CNC2=C(C=C1)[N+](=O)[O-])=O (1,4-dihydro-5-methyl-8-nitro-4-oxoquinoline). Isolated yield 90.4%. Reaction SMILES: C1(OC2C=CC=CC=2)C=CC=CC=1.C1(C2C=CC=CC=2)C=CC=CC=1.[CH3:26][C:27]1[CH:28]=[CH:29][C:30]([N+:45]([O-:47])=[O:46])=[C:31]([CH:44]=1)[NH:32][CH:33]=[C:34]1[C:42](=[O:43])OC(C)(C)OC1=O>CCCCCC>[CH3:26][C:27]1[CH:28]=[CH:29][C:30]([N+:45]([O-:47])=[O:46])=[C:31]2[C:44]=1[C:42](=[O:43])[CH:34]=[CH:33][NH:32]2. Reported procedure: To a stirred mixture of diphenyl ether (37 g) and biphenyl (13 g) was added isopropylidene (5-methyl-2-nitroanilino)methylenemalonate (14.6 g) at 220° C., and the mixture was heated at the same temperature for half an hour. The reaction mixture was allowed to cool to 100° C. and then n-hexane (100 ml) was added dropwise to the mixture. After cooling to ambient temperature, the precipitate was collected by filtration. The solid was washed with hot ethanol (70 ml) and allowed to cool to ambient te... Starting materials: C1(=CC=CC=C1)CNCC1OC2=C(CC1)C=CC1=C2CCC1 ((±)-2,3,4,7,8,9-hexahydro-N-(phenylmethyl)cyclopenta[h]-1-benzopyran-2-methanamine), C(C=C)#N (2-propenenitrile), [H][H] (hydrogen). The solvent is C(C)O (ethanol). Yields the product O1C(CCC2=C1C1=C(C=C2)CCC1)CNCCCN ((±)-N-[(2,3,4,7,8,9-hexahydrocyclopenta[h]-1-benzopyran-2-yl)methyl]-1,3-propanediamine). The yield is 99.9%. Reaction SMILES: [C:1]1([CH2:7][NH:8][CH2:9][CH:10]2[CH2:15][CH2:14][C:13]3[CH:16]=[CH:17][C:18]4[CH2:22][CH2:21][CH2:20][C:19]=4[C:12]=3[O:11]2)C=CC=C[CH:2]=1.C(#[N:26])C=C.[H][H]>C(O)C>[O:11]1[C:12]2[C:19]3[CH2:20][CH2:21][CH2:22][C:18]=3[CH:17]=[CH:16][C:13]=2[CH2:14][CH2:15][CH:10]1[CH2:9][NH:8][CH2:7][CH2:1][CH2:2][NH2:26]. Reported procedure: A mixture of intermediate (14-a) (0.02 mol) and 2-propenenitrile (0.2 mol) in ethanol (100 ml) was stirred and refluxed overnight. The solvent was evaporated. The residue was dissolved in methanol. Palladium on activated carbon (10%) (2 g) was added and the mixture was hydrogenated. After uptake of hydrogen (3 eq.), the catalyst was filtered off and the filtrate was evaporated, yielding 5.2 g of (±)-N-[(2,3,4,7,8,9-hexahydrocyclopenta[h]-1-benzopyran-2-yl)methyl]-1,3-propanediamine (interm. 15-a...